Dataset: the Open Reaction Database (ORD), a public repository of structured organic reaction records. Task: describe an organic reaction: reactants, conditions, products, and yield The reactants are ClCCl, O=C(OC(=O)C(F)(F)F)C(F)(F)F, O=C(O)c1ccc(N=C=S)cc1C(=O)O. Yields the product O=C1OC(=O)c2cc(N=C=S)ccc21. RXN SMILES: [CH2:29]([Cl:30])[Cl:31].[F:16][C:17]([F:18])([F:19])[C:20]([O:21][C:22](=[O:23])[C:24]([F:25])([F:26])[F:27])=[O:28].[N:1](=[C:2]=[S:3])[c:4]1[cH:5][c:6]([C:13](=[O:14])[OH:15])[c:7]([C:8](=[O:9])[OH:10])[cH:11][cH:12]1>>[N:1](=[C:2]=[S:3])[c:4]1[cH:5][c:6]2[c:7]([cH:11][cH:12]1)[C:8](=[O:10])[O:15][C:13]2=[O:14]. Starting materials: COC(=O)c1ccc2cc[nH]c2c1, CCOC(C)=O, BrCC1CCCCC1, [H-], [Na+], CN(C)C=O, O. Yields the product COC(=O)c1ccc2ccn(CC3CCCCC3)c2c1. Reaction SMILES: [CH3:1][O:2][C:3](=[O:4])[c:5]1[cH:6][cH:7][c:8]2[cH:9][cH:10][nH:11][c:12]2[cH:13]1.[CH3:30][CH2:31][O:32][C:33](=[O:34])[CH3:35].[CH:14]1([CH2:20][Br:21])[CH2:15][CH2:16][CH2:17][CH2:18][CH2:19]1.[H-:22].[Na+:23].[O:24]=[CH:25][N:26]([CH3:27])[CH3:28].[OH2:29]>>[CH3:1][O:2][C:3](=[O:4])[c:5]1[cH:6][cH:7][c:8]2[cH:9][cH:10][n:11]([CH2:20][CH:14]3[CH2:15][CH2:16][CH2:17][CH2:18][CH2:19]3)[c:12]2[cH:13]1. Conditions: time 15 minute. Procedure details: Following the general procedure-1, N-[6-(3,5-dicyclopropyl-1H-pyrazol-1-yl)pyridin-3-yl]-4-methylthiazole-5-carboxamide (55 mg) was prepared from 4-methylthiazole-5-carboxylic acid (130 mg, 0.83 mmol) and intermediate 30 (200 mg, 0.83 mmol) as a brown solid and dissolved in THF. Saturated HCl in diethyl ether was added to this solution at 0° C. and stirred for 15 min Solid that separated out was filtered and dried to give the title compound (50 mg) as an off-white solid. M.P. 93-98° C. 1H-NMR (δ... The product is Cl.C1(CC1)C1=NN(C(=C1)C1CC1)C1=CC=C(C=N1)NC(=O)C1=C(N=CS1)C (N-[6-(3,5-dicyclopropyl-1H-pyrazol-1-yl)pyridin-3-yl]-4-methylthiazole-5-carboxamide hydrochloride). Solvent: C(C)OCC (diethyl ether), C1CCOC1 (THF). Reactants: Cl (HCl), C1(CC1)C1=NN(C(=C1)C1CC1)C1=CC=C(C=N1)NC(=O)C1=C(N=CS1)C (N-[6-(3,5-dicyclopropyl-1H-pyrazol-1-yl)pyridin-3-yl]-4-methylthiazole-5-carboxamide), CC=1N=CSC1C(=O)O (4-methylthiazole-5-carboxylic acid), intermediate 30. RXN SMILES: [CH:1]1([C:4]2[CH:8]=[C:7]([CH:9]3[CH2:11][CH2:10]3)[N:6]([C:12]3[N:17]=[CH:16][C:15]([NH:18][C:19]([C:21]4[S:25][CH:24]=[N:23][C:22]=4[CH3:26])=[O:20])=[CH:14][CH:13]=3)[N:5]=2)[CH2:3][CH2:2]1.CC1N=CSC=1C(O)=O.[ClH:36]>C1COCC1.C(OCC)C>[ClH:36].[CH:1]1([C:4]2[CH:8]=[C:7]([CH:9]3[CH2:11][CH2:10]3)[N:6]([C:12]3[N:17]=[CH:16][C:15]([NH:18][C:19]([C:21]4[S:25][CH:24]=[N:23][C:22]=4[CH3:26])=[O:20])=[CH:14][CH:13]=3)[N:5]=2)[CH2:2][CH2:3]1 |f:5.6|. Reactants: N(=NC(=O)OCC)C(=O)OCC (diethyl azodicarboxylate), ClC1=C(C(=CC=C1)Cl)O (2,6-dichlorophenol), OC1CCN(CC1)C(=O)OC(C)(C)C (tert-butyl 4-hydroxypiperidine-1-carboxylate), C1(=CC=CC=C1)P(C1=CC=CC=C1)C1=CC=CC=C1 (triphenyl phosphine). Run in C1CCOC1 (THF), C1CCOC1 (THF). Run at time 22 hour. Yields the product ClC1=C(OC2CCN(CC2)C(=O)OC(C)(C)C)C(=CC=C1)Cl (tert-Butyl 4-(2,6-dichlorophenoxy)piperidine-1-carboxylate). Yield: 75.0%. RXN SMILES: [OH:1][CH:2]1[CH2:7][CH2:6][N:5]([C:8]([O:10][C:11]([CH3:14])([CH3:13])[CH3:12])=[O:9])[CH2:4][CH2:3]1.C1(P(C2C=CC=CC=2)C2C=CC=CC=2)C=CC=CC=1.N(C(OCC)=O)=NC(OCC)=O.[Cl:46][C:47]1[CH:52]=[CH:51][CH:50]=[C:49]([Cl:53])[C:48]=1O>C1COCC1>[Cl:46][C:47]1[CH:52]=[CH:51][CH:50]=[C:49]([Cl:53])[C:48]=1[O:1][CH:2]1[CH2:3][CH2:4][N:5]([C:8]([O:10][C:11]([CH3:14])([CH3:13])[CH3:12])=[O:9])[CH2:6][CH2:7]1. Reported procedure: A solution of tert-butyl 4-hydroxypiperidine-1-carboxylate (3.7 g, 23 mmol) and triphenyl phosphine (12.23 g, 46 mmol) in 50 ml THF was mixed in an ice-H2O bath. A solution of diethyl azodicarboxylate (8.37 g, 46 mmol) in 50 ml THF was added drop-wise, followed by 2,6-dichlorophenol (3.87 g, 23 mmol). The mixture was warmed up to room temperature and stirred for 22 hr. Solvent was removed under vacuum and crude product was purified with column chromatography. tert-Butyl 4-(2,6-dichlorophenoxy)pi... Starting materials: CO, CCOc1ccc(C(=CC2CCCC2)c2cc3cccnc3[nH]2)cn1. The product is CCOc1ccc(C(CC2CCCC2)c2cc3cccnc3[nH]2)cn1. RXN SMILES: [CH3:26][OH:27].[CH:1]1([CH:6]=[C:7]([c:8]2[cH:9][n:10][c:11]([O:14][CH2:15][CH3:16])[cH:12][cH:13]2)[c:17]2[cH:18][c:19]3[c:20]([n:21][cH:22][cH:23][cH:24]3)[nH:25]2)[CH2:2][CH2:3][CH2:4][CH2:5]1>>[CH:1]1([CH2:6][CH:7]([c:8]2[cH:9][n:10][c:11]([O:14][CH2:15][CH3:16])[cH:12][cH:13]2)[c:17]2[cH:18][c:19]3[c:20]([n:21][cH:22][cH:23][cH:24]3)[nH:25]2)[CH2:2][CH2:3][CH2:4][CH2:5]1.